From a dataset of the Open Reaction Database (ORD), a public repository of structured organic reaction records. describe an organic reaction: reactants, conditions, products, and yield The reactants are CN(C)C(=O)Cl, CN(C)C=O, [H-], [Na+], [Na], CC(c1ccccc1)N(CC1CO1)S(=O)(=O)c1ccc(O)cc1. Yields the product CC(c1ccccc1)N(CC1CO1)S(=O)(=O)c1ccc(OC(=O)N(C)C)cc1. RXN SMILES: [CH3:27][N:28]([C:29](=[O:30])[Cl:31])[CH3:32].[CH3:33][N:34]([CH3:35])[CH:36]=[O:37].[H-:24].[Na+:25].[Na:26].[O:1]1[CH:2]([CH2:3][N:4]([S:5](=[O:6])(=[O:7])[c:8]2[cH:9][cH:10][c:11]([OH:14])[cH:12][cH:13]2)[CH:15]([c:16]2[cH:17][cH:18][cH:19][cH:20][cH:21]2)[CH3:22])[CH2:23]1>>[O:1]1[CH:2]([CH2:3][N:4]([S:5](=[O:6])(=[O:7])[c:8]2[cH:9][cH:10][c:11]([O:14][C:29]([N:28]([CH3:27])[CH3:32])=[O:30])[cH:12][cH:13]2)[CH:15]([c:16]2[cH:17][cH:18][cH:19][cH:20][cH:21]2)[CH3:22])[CH2:23]1.